Dataset: the Open Reaction Database (ORD), a public repository of structured organic reaction records. Task: describe an organic reaction: reactants, conditions, products, and yield Reactants: O (water), CC(=O)OC1=CC=CC=C1C(=O)Cl (O-acetylsalicyloyl chloride), COC1=C(N)C=C(C=C1)OC (2,5-Dimethoxyaniline). Run in C(C)(=O)OCC (ethyl acetate), N1=CC=CC=C1 (pyridine), C(C)(=O)OCC (ethyl acetate). Run at time 15 minute. Yields the product C(C)(=O)OC1=C(C(=O)NC2=C(C=CC(=C2)OC)OC)C=CC=C1 (N-(2-acetoxybenzoyl)-2,5-dimethoxyaniline). Isolated yield 96.2%. Reaction SMILES: [CH3:1][O:2][C:3]1[CH:9]=[CH:8][C:7]([O:10][CH3:11])=[CH:6][C:4]=1[NH2:5].[CH3:12][C:13]([O:15][C:16]1[C:21]([C:22](Cl)=[O:23])=[CH:20][CH:19]=[CH:18][CH:17]=1)=[O:14].O>N1C=CC=CC=1.C(OCC)(=O)C>[C:13]([O:15][C:16]1[CH:17]=[CH:18][CH:19]=[CH:20][C:21]=1[C:22]([NH:5][C:4]1[CH:6]=[C:7]([O:10][CH3:11])[CH:8]=[CH:9][C:3]=1[O:2][CH3:1])=[O:23])(=[O:14])[CH3:12]. Procedure: 2,5-Dimethoxyaniline (10.0 g, 65.3 mmol) was dissolved in pyridine (100 ml), and a solution of O-acetylsalicyloyl chloride (13.0 g, 65.3 mmol) in ethyl acetate (50 ml) was added thereto over 15 minutes under ice cooling. Thereafter, the mixture was stirred for 15 minutes at the same temperature as above. After adding water (10 ml) to the reaction mixture to stop the reaction, ethyl acetate (500 ml) was added and the reaction mixture was washed with 3 N hydrochloric acid (500 ml), water (500 ml),...